The task is: describe an organic reaction: reactants, conditions, products, and yield. This data is from the Open Reaction Database (ORD), a public repository of structured organic reaction records. Starting materials: C(C)(C)(C)OC(=O)NCCCN1C(C2=CC(=CC=C2C2=C1C=1C=CC=CC1C2=O)NC(CCC(=O)OC)=O)=O (Methyl 4-[(6-(3-((tert-Butoxycarbonyl)amino)propyl)-5,11-dioxo-6,11-dihydro-5H-indeno[1,2-c]isoquinolin-3-yl)amino]-4-oxobutanoate), FC(C(=O)O)(F)F (trifluoroacetic acid). Solvent: C(Cl)(Cl)Cl (chloroform). The product is NCCCN1C(C2=CC(=CC=C2C2=C1C=1C=CC=CC1C2=O)NC(CCC(=O)OC)=O)=O (Methyl 4-[(6-(3-Aminopropyl)-5,11-dioxo-6,11-dihydro-5H-indeno[1,2-c]isoquinolin-3-yl)amino]-4-oxobutanoate). RXN SMILES: C(OC([NH:8][CH2:9][CH2:10][CH2:11][N:12]1[C:21]2[C:22]3[CH:23]=[CH:24][CH:25]=[CH:26][C:27]=3[C:28](=[O:29])[C:20]=2[C:19]2[C:14](=[CH:15][C:16]([NH:30][C:31](=[O:38])[CH2:32][CH2:33][C:34]([O:36][CH3:37])=[O:35])=[CH:17][CH:18]=2)[C:13]1=[O:39])=O)(C)(C)C.FC(F)(F)C(O)=O>C(Cl)(Cl)Cl>[NH2:8][CH2:9][CH2:10][CH2:11][N:12]1[C:21]2[C:22]3[CH:23]=[CH:24][CH:25]=[CH:26][C:27]=3[C:28](=[O:29])[C:20]=2[C:19]2[C:14](=[CH:15][C:16]([NH:30][C:31](=[O:38])[CH2:32][CH2:33][C:34]([O:36][CH3:37])=[O:35])=[CH:17][CH:18]=2)[C:13]1=[O:39]. Procedure: Compound 19 (0.060 g, 0.112 mmol) was treated with trifluoroacetic acid (0.5 mL) in chloroform (5 mL) for 2 h at room temperature. The solvent was removed on a rotary evaporator and the residue was then basified with 2 N NH3 in in methanol to get the free amine, which was purified by silica gel column chromatography, eluting with chloroform-methanol, 8.8:1.2, to yield the product 24 (0.028 g, 60%) as a brown solid: mp 272-274° C. IR (KBr) 2952, 1735, 1690, 1656, 1572, 1532, 1510, 1160, 765, 455 ... As a reaction SMILES: [C:1]([CH3:2])([CH3:3])([CH3:4])[c:5]1[cH:6][c:7]([O:35][CH2:36][CH3:37])[c:8]([C:11]2=[N:15][CH:14]([c:16]3[cH:17][cH:18][c:19]([C:22]#[CH:23])[cH:20][cH:21]3)[CH:13]([c:24]3[cH:25][cH:26][c:27]([C:30]#[CH:31])[cH:28][cH:29]3)[N:12]2[C:32](=[O:33])[Cl:34])[cH:9][cH:10]1.[NH:38]1[C:39](=[O:44])[CH2:40][NH:41][CH2:42][CH2:43]1>>[C:1]([CH3:2])([CH3:3])([CH3:4])[c:5]1[cH:6][c:7]([O:35][CH2:36][CH3:37])[c:8]([C:11]2=[N:15][CH:14]([c:16]3[cH:17][cH:18][c:19]([C:22]#[CH:23])[cH:20][cH:21]3)[CH:13]([c:24]3[cH:25][cH:26][c:27]([C:30]#[CH:31])[cH:28][cH:29]3)[N:12]2[C:32](=[O:33])[N:41]2[CH2:40][C:39](=[O:44])[NH:38][CH2:43][CH2:42]2)[cH:9][cH:10]1. The reactants are C#Cc1ccc(C2N=C(c3ccc(C(C)(C)C)cc3OCC)N(C(=O)Cl)C2c2ccc(C#C)cc2)cc1, O=C1CNCCN1. Product: C#Cc1ccc(C2N=C(c3ccc(C(C)(C)C)cc3OCC)N(C(=O)N3CCNC(=O)C3)C2c2ccc(C#C)cc2)cc1. Yields the product O=C(Cl)c1cc(F)c(F)cc1F. Starting materials: O=C(O)c1cc(F)c(F)cc1F, O=S(Cl)Cl, c1ccccc1. RXN SMILES: [F:1][c:2]1[c:3]([C:4](=[O:5])[OH:6])[cH:7][c:8]([F:12])[c:9]([F:11])[cH:10]1.[S:13]([Cl:14])([Cl:15])=[O:16].[cH:17]1[cH:18][cH:19][cH:20][cH:21][cH:22]1>>[F:1][c:2]1[c:3]([C:4](=[O:5])[Cl:15])[cH:7][c:8]([F:12])[c:9]([F:11])[cH:10]1. The reactants are NC=1C(NC(NC1)=O)=O (5-aminouracil), C(#CC(=O)OC)C(=O)OC (dimethyl acetylene dicarboxylate). Solvent: CO (methanol). Run at time 24 hour. Yields the product O=C1NC=C(C(N1)=O)N\C(\C(=O)OC)=C\C(=O)OC (Dimethyl (2E)-2-[(2,4-dioxo-1,2,3,4-tetrahydropyrimidin-5-yl)amino]but-2-enedioate). Yield: 73.9%. RXN SMILES: [NH2:1][C:2]1[C:3](=[O:9])[NH:4][C:5](=[O:8])[NH:6][CH:7]=1.[C:10]([C:16]([O:18][CH3:19])=[O:17])#[C:11][C:12]([O:14][CH3:15])=[O:13]>CO>[O:8]=[C:5]1[NH:4][C:3](=[O:9])[C:2]([NH:1]/[C:11](=[CH:10]/[C:16]([O:18][CH3:19])=[O:17])/[C:12]([O:14][CH3:15])=[O:13])=[CH:7][NH:6]1. Procedure details: To a suspension of 5-aminouracil (275 g, 2.16 mol) in dry methanol (5.5 L) was added dropwise dimethyl acetylene dicarboxylate (344 g, 2.42 mol) at room temperature. After the end of the addition, the mixture was stirred at room temperature for 24 hours. The precipitate was filtered off, washed with MeOH (500 mL) and dried under vacuum to afford the title compound (430 g, 74%) as a yellow solid. Starting materials: Cl.CN (methylamine hydrochloride), CCN(C(C)C)C(C)C (DIEA), COC(=O)C1=NC(=NC=C1Br)SC (Methyl-5-bromo-2-(methylthio)pyrimidine-4-carboxylate), ClC1=CC(=CC=C1)C(=O)OO (meta-chloro perbenzoic acid). Solvent: C1CCOC1 (THF), C(Cl)Cl (CH2Cl2). Run at time 1 hour. The product is BrC=1C(=NC(=NC1)NC)C(=O)OC (methyl 5-bromo-2-(methylamino)pyrimidine-4-carboxylate). Yield: 74.3%. RXN SMILES: [CH3:1][O:2][C:3]([C:5]1[C:10]([Br:11])=[CH:9][N:8]=[C:7](SC)[N:6]=1)=[O:4].ClC1C=CC=C(C(OO)=O)C=1.Cl.CN.C[CH2:29][N:30](C(C)C)C(C)C>C(Cl)Cl.C1COCC1>[Br:11][C:10]1[C:5]([C:3]([O:2][CH3:1])=[O:4])=[N:6][C:7]([NH:30][CH3:29])=[N:8][CH:9]=1 |f:2.3|. Reported procedure: Methyl-5-bromo-2-(methylthio)pyrimidine-4-carboxylate (1.0 eq, 661 mg, 2.52 mmol) was dissolved in CH2Cl2 (10 ml). meta-chloro perbenzoic acid (m-cpba, 77% pure grade, 2.5 eq, 1.42 g, 6.34 mmol) was added and the mixture was stirred at room temperature for 1 hour. To the resulting suspension was added anhydrous THF (10 ml), methylamine hydrochloride (10 eq, 1.7 g, 25.18 mmol) and DIEA (10 eq, 4.3 ml, 24.69 mmol) and the mixture stirred at room temperature overnight. The solvents were removed in ... Starting materials: CC1=NC2=C(N(C1=O)C1=CC(=CC=C1)NC(C1=CC(=CC(=C1)Cl)Cl)=O)N=CC=C2 (2-methyl-4-[3-(3,5-dichlorobenzoylamino)phenyl]-3-oxo-3,4-dihydropyrido[2,3-b]pyrazine), BrN1C(CCC1=O)=O (N-bromosuccinimide), C(C1=CC=CC=C1)(=O)OOC(C1=CC=CC=C1)=O (benzoylperoxide). Solvent: C(Cl)(Cl)Cl (chloroform). Yields the product BrCC1=NC2=C(N(C1=O)C1=CC(=CC=C1)NC(C1=CC(=CC(=C1)Cl)Cl)=O)N=CC=C2 (2-bromomethyl-4-[3-(3,5-dichlorobenzoylamino)phenyl]-3-oxo-3,4-dihydropyrido[2,3-b]pyrazine). The yield is 26.8%. As a reaction SMILES: [CH3:1][C:2]1[C:7](=[O:8])[N:6]([C:9]2[CH:14]=[CH:13][CH:12]=[C:11]([NH:15][C:16](=[O:25])[C:17]3[CH:22]=[C:21]([Cl:23])[CH:20]=[C:19]([Cl:24])[CH:18]=3)[CH:10]=2)[C:5]2[N:26]=[CH:27][CH:28]=[CH:29][C:4]=2[N:3]=1.[Br:30]N1C(=O)CCC1=O.C(OOC(=O)C1C=CC=CC=1)(=O)C1C=CC=CC=1>C(Cl)(Cl)Cl>[Br:30][CH2:1][C:2]1[C:7](=[O:8])[N:6]([C:9]2[CH:14]=[CH:13][CH:12]=[C:11]([NH:15][C:16](=[O:25])[C:17]3[CH:22]=[C:21]([Cl:23])[CH:20]=[C:19]([Cl:24])[CH:18]=3)[CH:10]=2)[C:5]2[N:26]=[CH:27][CH:28]=[CH:29][C:4]=2[N:3]=1. Procedure: The mixture of 2-methyl-4-[3-(3,5-dichlorobenzoylamino)phenyl]-3-oxo-3,4-dihydropyrido[2,3-b]pyrazine (4.4 g), N-bromosuccinimide (2.39 g) and benzoylperoxide in chloroform (40 ml) was refluxed for 3 hours. The mixture was washed with water and extracted by chloroform (80 ml), and evaporated. The crude product was purified by chromatography to obtain 2-bromomethyl-4-[3-(3,5-dichlorobenzoylamino)phenyl]-3-oxo-3,4-dihydropyrido[2,3-b]pyrazine (1.4 g). Reactants: C(C)(C)(C)O (t-butanol), S(=O)(=O)([O-])[O-].[Mg+2] (magnesium sulfate), OS(=O)(=O)O (H2SO4), BrC=1C=CC(=C(C(=O)O)C1)C (5-Bromo-2-methyl-benzoic acid), C([O-])(O)=O.[Na+] (sodium bicarbonate). The solvent is ClCCl (dichloromethane). Reaction conditions: time 15 minute. Product: C(C)(C)(C)OC(C1=C(C=CC(=C1)Br)C)=O (5-bromo-2-methyl-benzoic acid tert-butyl ester). RXN SMILES: S([O-])([O-])(=O)=O.[Mg+2].OS(O)(=O)=O.[Br:12][C:13]1[CH:14]=[CH:15][C:16]([CH3:22])=[C:17]([CH:21]=1)[C:18]([OH:20])=[O:19].[C:23](O)([CH3:26])([CH3:25])[CH3:24].C(=O)(O)[O-].[Na+]>ClCCl>[C:23]([O:19][C:18](=[O:20])[C:17]1[CH:21]=[C:13]([Br:12])[CH:14]=[CH:15][C:16]=1[CH3:22])([CH3:26])([CH3:25])[CH3:24] |f:0.1,5.6|. Reported procedure: To a suspension of anhydrous magnesium sulfate (4.5 g, 37.28 mmol) in dichloromethane (37 mL) is added concentrated H2SO4 (516 μl, 9.302 mmol) and the mixture is stirred vigorously for 15 min. 5-Bromo-2-methyl-benzoic acid (2 g, 9.302 mmol) is added, followed by t-butanol (4.39 mL, 46.51 mmol). The flask is capped tightly and stirred at room temperature for 24 h. After adding saturated sodium bicarbonate, the resulting solution is extracted with ethyl acetate. The organic layer is washed with a ...